Dataset: the Open Reaction Database (ORD), a public repository of structured organic reaction records. Task: describe an organic reaction: reactants, conditions, products, and yield Reactants: FC1=CC=C(C=C1)C1=C(C(=C2C(=N1)NN=C2)C2CCNCC2)C2=CC=NC=C2 (6-(4-fluorophenyl)-4-(4-piperidyl)-5-(4-pyridyl)-1H-pyrazolo[3,4-b]pyridine), C(=O)O (formic acid), [OH-].[Na+] (NaOH). The solvent is C=O (formaldehyde). Conditions: temperature 75 celsius. Yields the product FC1=CC=C(C=C1)C1=C(C(=C2C(=N1)NN=C2)C2CCN(CC2)C)C2=CC=NC=C2 (6-(4-Fluorophenyl)-4-(1-methylpiperidin-4-yl)-5-(4-pyridyl)-1H-pyrazolo[3,4-b]pyridine). Isolated yield 19.0%. RXN SMILES: [F:1][C:2]1[CH:7]=[CH:6][C:5]([C:8]2[N:13]=[C:12]3[NH:14][N:15]=[CH:16][C:11]3=[C:10]([CH:17]3[CH2:22][CH2:21][NH:20][CH2:19][CH2:18]3)[C:9]=2[C:23]2[CH:28]=[CH:27][N:26]=[CH:25][CH:24]=2)=[CH:4][CH:3]=1.[OH-].[Na+].[CH:31](O)=O>C=O>[F:1][C:2]1[CH:3]=[CH:4][C:5]([C:8]2[N:13]=[C:12]3[NH:14][N:15]=[CH:16][C:11]3=[C:10]([CH:17]3[CH2:18][CH2:19][N:20]([CH3:31])[CH2:21][CH2:22]3)[C:9]=2[C:23]2[CH:24]=[CH:25][N:26]=[CH:27][CH:28]=2)=[CH:6][CH:7]=1 |f:1.2|. Procedure: To a suspension of 6-(4-fluorophenyl)-4-(4-piperidyl)-5-(4-pyridyl)-1H-pyrazolo[3,4-b]pyridine (0.24 g, 0.6 mmol, obtained in example 170) in formic acid (0.64 mL), 35-40% aqueous formaldehyde (0.96 mL) was added. It was heated to 70-80° C. for 24 h. It was allowed to cool and 1 N NaOH was added. It was extracted with CHCl3 and the combined organic phases were dried over Na2SO4 and concentrated to dryness. The crude product obtained was purified by chromatography on silica gel using CHCl3-MeOH—N... Starting materials: BrC=1C=C(C=NC1)CO ((5-bromo-pyridin-3-yl)-methanol), ClC=1C=C2CCNC(C2=CC1)=O (6-chloro-3,4-dihydro-2H-isoquinolin-1-one), C(=O)([O-])[O-].[Cs+].[Cs+] (Cs2CO3), N[C@@H]1[C@H](CCCC1)N ((+)-(S,S)-1,2-diaminocyclohexane). Reagents/catalysts: [Cu]I (CuI). Solvent: O1CCOCC1 (dioxane), O (H2O). Run at temperature 150 celsius. The product is ClC=1C=C2CCN(C(C2=CC1)=O)C=1C=NC=C(C1)CO (6-Chloro-2-(5-hydroxymethyl-pyridin-3-yl)-3,4-dihydro-2H-isoquinolin-1-one). The yield is 86.6%. RXN SMILES: Br[C:2]1[CH:3]=[C:4]([CH2:8][OH:9])[CH:5]=[N:6][CH:7]=1.[Cl:10][C:11]1[CH:12]=[C:13]2[C:18](=[CH:19][CH:20]=1)[C:17](=[O:21])[NH:16][CH2:15][CH2:14]2.C([O-])([O-])=O.[Cs+].[Cs+].N[C@H]1CCCC[C@@H]1N>O1CCOCC1.[Cu]I.O>[Cl:10][C:11]1[CH:12]=[C:13]2[C:18](=[CH:19][CH:20]=1)[C:17](=[O:21])[N:16]([C:2]1[CH:7]=[N:6][CH:5]=[C:4]([CH2:8][OH:9])[CH:3]=1)[CH2:15][CH2:14]2 |f:2.3.4|. Reported procedure: In a 25 mL sealed tube, (5-bromo-pyridin-3-yl)-methanol (900 mg, 4.8 mmol), 6-chloro-3,4-dihydro-2H-isoquinolin-1-one (intermediate A-2) (800 mg, 4.4 mmol), CuI (200 mg, 1.1 mmol), Cs2CO3 (3.0 g, 9.2 mmol) and (+)-(S,S)-1,2-diaminocyclohexane (0.4 mL, 3.2 mmol) were dissolved in dioxane (8.0 mL). The resulting reaction mixture was heated at 150° C. for 3 hours before it was poured into H2O (50 mL) and extracted with EtOAc (2×125 mL). The organic layer was washed with brine, dried over anhy. Na2S... Starting materials: CS(=O)(=O)N (methanesulfonamide), N1(CCC1)S(=O)(=O)N (azetidine-1-sulfonamide), C12(CC3CC(CC(C1)C3)C2)COC2=CC(=C(C(=O)O)C=C2C2CC2)F (4-(adamantan-1-ylmethoxy)-5-cyclopropyl-2-fluorobenzoic acid), C12(CC3CC(CC(C1)C3)C2)COC2=CC(=C(C(=O)O)C=C2C)F (4-(adamantan-1-ylmethoxy)-2-fluoro-5-methylbenzoic acid). Product: C12(CC3CC(CC(C1)C3)C2)COC2=CC(=C(C(=O)NS(=O)(=O)N3CCC3)C=C2C)F (4-(adamantan-1-ylmethoxy)-N-(azetidin-1-ylsulfonyl)-2-fluoro-5-methylbenzamide), solid. Yield: 27.0%. RXN SMILES: [C:1]12([CH2:11][O:12][C:13]3[C:21]([CH:22]4CC4)=[CH:20][C:16]([C:17]([OH:19])=O)=[C:15]([F:25])[CH:14]=3)[CH2:10][CH:5]3[CH2:6][CH:7]([CH2:9][CH:3]([CH2:4]3)[CH2:2]1)[CH2:8]2.C12(COC3C(C)=CC(C(O)=O)=C(F)C=3)CC3CC(CC(C3)C1)C2.CS(N)(=O)=O.[N:54]1([S:58]([NH2:61])(=[O:60])=[O:59])[CH2:57][CH2:56][CH2:55]1>>[C:1]12([CH2:11][O:12][C:13]3[C:21]([CH3:22])=[CH:20][C:16]([C:17]([NH:61][S:58]([N:54]4[CH2:57][CH2:56][CH2:55]4)(=[O:60])=[O:59])=[O:19])=[C:15]([F:25])[CH:14]=3)[CH2:8][CH:7]3[CH2:9][CH:3]([CH2:4][CH:5]([CH2:6]3)[CH2:10]1)[CH2:2]2. Procedure: Following the procedure as described in Example 50 step 5 and making variations as required to replace 4-(adamantan-1-ylmethoxy)-5-cyclopropyl-2-fluorobenzoic acid with 4-(adamantan-1-ylmethoxy)-2-fluoro-5-methylbenzoic acid and methanesulfonamide with azetidine-1-sulfonamide, the title compound was obtained as colorless solid (0.06 g, 27%): 1H NMR (300 MHz, DMSO-d6) δ 11.59 (s, 1H), 7.48 (d, J=8.3 Hz, 1H), 6.93 (d, J=12.9 Hz, 1H), 4.04 (t, J=7.7 Hz, 4H), 3.62 (s, 2H), 2.19-2.14 (m, 5H), 1.99 (s... The reactants are COC(=O)COc1ccc(Cl)c2nc(C)c(S(=O)(=O)c3ccc(Cl)cc3)c(C)c12, CO, O=CO, [Na+], [OH-]. Product: Cc1nc2c(Cl)ccc(OCC(=O)O)c2c(C)c1S(=O)(=O)c1ccc(Cl)cc1. RXN SMILES: [CH3:1][O:2][C:3]([CH2:4][O:5][c:6]1[c:7]2[c:8]([CH3:28])[c:9]([S:18](=[O:19])(=[O:20])[c:21]3[cH:22][cH:23][c:24]([Cl:27])[cH:25][cH:26]3)[c:10]([CH3:17])[n:11][c:12]2[c:13]([Cl:16])[cH:14][cH:15]1)=[O:29].[CH3:30][OH:31].[CH:34]([OH:35])=[O:36].[Na+:33].[OH-:32]>>[O:2]=[C:3]([CH2:4][O:5][c:6]1[c:7]2[c:8]([CH3:28])[c:9]([S:18](=[O:19])(=[O:20])[c:21]3[cH:22][cH:23][c:24]([Cl:27])[cH:25][cH:26]3)[c:10]([CH3:17])[n:11][c:12]2[c:13]([Cl:16])[cH:14][cH:15]1)[OH:29]. The reactants are COC=1C=C(C=CC1)CCCCCC1=CC=CC=C1 (3-methoxyphenyl-5-phenylpentane), Cl.N1=CC=CC=C1 (pyridine hydrochloride). The solvent is O (water), Cl (hydrochloric acid). Conditions: temperature 190 celsius. Yields the product OC=1C=C(C=CC1)C(C)CCCC1=CC=CC=C1 (2-(3-hydroxyphenyl)-5-phenylpentane). RXN SMILES: C[O:2][C:3]1[CH:4]=[C:5]([CH2:9][CH2:10][CH2:11][CH2:12][CH2:13][C:14]2[CH:19]=[CH:18][CH:17]=[CH:16]C=2)[CH:6]=[CH:7][CH:8]=1.Cl.N1C=CC=C[CH:22]=1>Cl.O>[OH:2][C:3]1[CH:4]=[C:5]([CH:9]([CH2:10][CH2:11][CH2:12][C:13]2[CH:14]=[CH:19][CH:18]=[CH:17][CH:16]=2)[CH3:22])[CH:6]=[CH:7][CH:8]=1 |f:1.2|. Reported procedure: A mixture of 2-(3-methoxyphenyl-5-phenylpentane (20 g.) and pyridine hydrochloride (94 g.) under nitrogen is heated to 190° C. for 2 hours with vigorous stirring. The reaction mixture is cooled, dissolved in 6 N hydrochloric acid (200 ml.) and diluted with water to 600 ml. The aqueous solution is extracted with ethyl acetate (4×100 ml.), the ethyl acetate extracts dried over sodium sulfate and concentrated under vacuum to yield the crude product which is purified by silica gel chromatography to ... Starting materials: OC1=C(C=CC=C1)C=CC(=O)C1=CC=C(C=C1)OC (2-Hydroxy-4'-methoxychalcone), [BH4-].[Na+] (sodium borohydride). Run in C(C)O (ethanol). Yields the product OC1=C(C=CC=C1)CCC(O)C1=CC=C(C=C1)OC (3-(o-hydroxyphenyl)-1-(p-methoxyphenyl)propan-1-ol). Isolated yield 66.7%. Reaction SMILES: [OH:1][C:2]1[CH:7]=[CH:6][CH:5]=[CH:4][C:3]=1[CH:8]=[CH:9][C:10]([C:12]1[CH:17]=[CH:16][C:15]([O:18][CH3:19])=[CH:14][CH:13]=1)=[O:11].[BH4-].[Na+]>C(O)C>[OH:1][C:2]1[CH:7]=[CH:6][CH:5]=[CH:4][C:3]=1[CH2:8][CH2:9][CH:10]([C:12]1[CH:13]=[CH:14][C:15]([O:18][CH3:19])=[CH:16][CH:17]=1)[OH:11] |f:1.2|. Reported procedure: 2-Hydroxy-4'-methoxychalcone (12.7 g) was stirred with ethanol (200 ml) and sodium borohydride (3.8 g) added in portions. The solution was stirred at room temperature, the solvent evaporated, and the residue washed with water and recrystallised from aqueous ethanol to give 3-(o-hydroxyphenyl)-1-(p-methoxyphenyl)propan-1-ol (8.60 g), m.p. 114°-116°. The total product was boiled under reflux with acetic acid (100 ml) for 2 hr., the solution evaporated, and the residue chromatographed on alumina, e... The reactants are BrCC(=O)C1=CC=C(C=C1)O (2-Bromo-1-(4-hydroxyphenyl)ethanone), C1(=CC=CC=C1)[C@H](C(=O)O[C@H]1CN2CCC1CC2)NC2=CC=CC=C2 ((R)—((R)-quinuclidin-3-yl) 2-phenyl-2-(phenylamino)acetate). Conditions: time 15 hour. Isolated yield 99.8%. Run in CCOC(=O)C (EtOAc). Reported procedure: 2-Bromo-1-(4-hydroxyphenyl)ethanone (256 mg, 1.19 mmol) was added to a solution of (R)—((R)-quinuclidin-3-yl) 2-phenyl-2-(phenylamino)acetate (diastereomer 1 of I2) (400 mg, 1.19 mmol) in EtOAc (15 ml). The resulting reaction was stirred at room temperature for 15 hours. The solvent was removed under vacuum, and the residue was triturated with Et2O to obtain (R)-1-(2-(4-hydroxyphenyl)-2-oxoethyl)-3-((R)-2-phenyl-2-(phenylamino)acetoxy)-1-azoniabicyclo[2.2.2]octane bromide (655 mg, 100% yield). Product: [Br-].OC1=CC=C(C=C1)C(C[N+]12C[C@@H](C(CC1)CC2)OC([C@H](NC2=CC=CC=C2)C2=CC=CC=C2)=O)=O ((R)-1-(2-(4-hydroxyphenyl)-2-oxoethyl)-3-((R)-2-phenyl-2-(phenylamino)acetoxy)-1-azoniabicyclo[2.2.2]octane bromide). As a reaction SMILES: [Br:1][CH2:2][C:3]([C:5]1[CH:10]=[CH:9][C:8]([OH:11])=[CH:7][CH:6]=1)=[O:4].[C:12]1([C@@H:18]([NH:30][C:31]2[CH:36]=[CH:35][CH:34]=[CH:33][CH:32]=2)[C:19]([O:21][C@@H:22]2[CH:27]3[CH2:28][CH2:29][N:24]([CH2:25][CH2:26]3)[CH2:23]2)=[O:20])[CH:17]=[CH:16][CH:15]=[CH:14][CH:13]=1>CCOC(C)=O>[Br-:1].[OH:11][C:8]1[CH:9]=[CH:10][C:5]([C:3](=[O:4])[CH2:2][N+:24]23[CH2:25][CH2:26][CH:27]([CH2:28][CH2:29]2)[C@@H:22]([O:21][C:19](=[O:20])[C@@H:18]([C:12]2[CH:17]=[CH:16][CH:15]=[CH:14][CH:13]=2)[NH:30][C:31]2[CH:36]=[CH:35][CH:34]=[CH:33][CH:32]=2)[CH2:23]3)=[CH:6][CH:7]=1 |f:3.4|. The reactants are O=C([O-])[O-], CN(C)C=O, CC(=O)OCC1OC(n2cnc3c(Cl)nc(O)nc32)C(OC(C)=O)C1OC(C)=O, Clc1ccc(CCBr)cc1, [Cs+], [Cs+]. Yields the product CC(=O)OCC1OC(n2cnc3c(Cl)nc(OCCc4ccc(Cl)cc4)nc32)C(OC(C)=O)C1OC(C)=O. RXN SMILES: [C:40](=[O:41])([O-:42])[O-:43].[CH3:46][N:47]([CH3:48])[CH:49]=[O:50].[Cl:1][c:2]1[c:3]2[n:4][cH:5][n:6]([CH:12]3[CH:13]([O:14][C:15]([CH3:16])=[O:17])[CH:18]([O:19][C:20]([CH3:21])=[O:22])[CH:23]([CH2:25][O:26][C:27]([CH3:28])=[O:29])[O:24]3)[c:7]2[n:8][c:9]([OH:11])[n:10]1.[Cl:30][c:31]1[cH:32][cH:33][c:34]([CH2:37][CH2:38][Br:39])[cH:35][cH:36]1.[Cs+:44].[Cs+:45]>>[Cl:1][c:2]1[c:3]2[n:4][cH:5][n:6]([CH:12]3[CH:13]([O:14][C:15]([CH3:16])=[O:17])[CH:18]([O:19][C:20]([CH3:21])=[O:22])[CH:23]([CH2:25][O:26][C:27]([CH3:28])=[O:29])[O:24]3)[c:7]2[n:8][c:9]([O:11][CH2:38][CH2:37][c:34]2[cH:33][cH:32][c:31]([Cl:30])[cH:36][cH:35]2)[n:10]1.